From a dataset of the Open Reaction Database (ORD), a public repository of structured organic reaction records. describe an organic reaction: reactants, conditions, products, and yield The reactants are BrCCBr, Cc1nnnn1-c1ccc(Br)cc1S(C)(=O)=O, COC(=O)C(I)=CC1CCCC1, C[Si](C)(C)Cl, [Cl-], [NH4+], C1CCOC1, [Zn], c1ccc(P(c2ccccc2)c2ccccc2)cc1. The product is COC(=O)C(=CC1CCCC1)c1ccc(-n2nnnc2C)c(S(C)(=O)=O)c1. Reaction SMILES: [Br:1][CH2:2][CH2:3][Br:4].[Br:41][c:42]1[cH:43][c:44]([S:54](=[O:55])(=[O:56])[CH3:57])[c:45](-[n:48]2[n:49][n:50][n:51][c:52]2[CH3:53])[cH:46][cH:47]1.[CH3:10][O:11][C:12]([C:13](=[CH:14][CH:15]1[CH2:16][CH2:17][CH2:18][CH2:19]1)[I:20])=[O:21].[CH3:5][Si:6]([Cl:7])([CH3:8])[CH3:9].[Cl-:58].[NH4+:59].[O:60]1[CH2:61][CH2:62][CH2:63][CH2:64]1.[Zn:65].[c:22]1([P:23]([c:24]2[cH:25][cH:26][cH:27][cH:28][cH:29]2)[c:30]2[cH:31][cH:32][cH:33][cH:34][cH:35]2)[cH:36][cH:37][cH:38][cH:39][cH:40]1>>[CH3:10][O:11][C:12]([C:13](=[CH:14][CH:15]1[CH2:16][CH2:17][CH2:18][CH2:19]1)[c:42]1[cH:43][c:44]([S:54](=[O:55])(=[O:56])[CH3:57])[c:45](-[n:48]2[n:49][n:50][n:51][c:52]2[CH3:53])[cH:46][cH:47]1)=[O:21]. The reactants are Brc1cncnc1, COCCn1ccc(NC(=O)c2nc(C)ccc2N)n1. Reaction SMILES: [Br:21][c:22]1[cH:23][n:24][cH:25][n:26][cH:27]1.[CH3:1][O:2][CH2:3][CH2:4][n:5]1[n:6][c:7]([NH:10][C:11](=[O:12])[c:13]2[n:14][c:15]([CH3:20])[cH:16][cH:17][c:18]2[NH2:19])[cH:8][cH:9]1>>[CH3:1][O:2][CH2:3][CH2:4][n:5]1[n:6][c:7]([NH:10][C:11](=[O:12])[c:13]2[n:14][c:15]([CH3:20])[cH:16][cH:17][c:18]2[NH:19][c:22]2[cH:23][n:24][cH:25][n:26][cH:27]2)[cH:8][cH:9]1. Yields the product COCCn1ccc(NC(=O)c2nc(C)ccc2Nc2cncnc2)n1.